Dataset: the Open Reaction Database (ORD), a public repository of structured organic reaction records. Task: describe an organic reaction: reactants, conditions, products, and yield The reactants are COC(C(CNC(=O)OC(C)(C)C)C1=CC=C(C=C1)NC(=N[N+](=O)[O-])N)=O (3-t-butoxycarbonylamino-2-(4-(N′-nitroguanidino)phenyl)propionic acid methyl ester), [OH-].[Na+] (sodium hydroxide). Solvent: CO (methanol). Reaction conditions: time 5 hour. Product: C(C)(C)(C)OC(=O)NCC(C(=O)O)C1=CC=C(C=C1)NC(=N[N+](=O)[O-])N (3-t-butoxycarbonylamino-2-(4-(N′-nitroguanidino)phenyl)propionic acid). Yield: 84.0%. As a reaction SMILES: C[O:2][C:3](=[O:27])[CH:4]([C:14]1[CH:19]=[CH:18][C:17]([NH:20][C:21]([NH2:26])=[N:22][N+:23]([O-:25])=[O:24])=[CH:16][CH:15]=1)[CH2:5][NH:6][C:7]([O:9][C:10]([CH3:13])([CH3:12])[CH3:11])=[O:8].[OH-].[Na+]>CO>[C:10]([O:9][C:7]([NH:6][CH2:5][CH:4]([C:14]1[CH:15]=[CH:16][C:17]([NH:20][C:21]([NH2:26])=[N:22][N+:23]([O-:25])=[O:24])=[CH:18][CH:19]=1)[C:3]([OH:27])=[O:2])=[O:8])([CH3:13])([CH3:11])[CH3:12] |f:1.2|. Reported procedure: A mixture of the compound (0.42 g) obtained in Example 220, 2 N aqueous sodium hydroxide solution (0.6 ml) and methanol (10 ml) was stirred at room temperature for 5 h. The reaction mixture was concentrated under reduced pressure and a 5% aqueous citric acid solution and ethyl acetate were added to the residue. The organic layer was washed with water, dried and concentrated under reduced pressure. The resulting residue was purified by silica gel column chromatography (eluent, methanol:methylene ... Product: CCCCC1CNCCC1=O. Starting materials: CC(=O)O, CCCCC1CN(Cc2ccccc2)CCC1=O, [H][H], O. RXN SMILES: [C:21]([OH:22])(=[O:23])[CH3:24].[CH2:1]([c:2]1[cH:3][cH:4][cH:5][cH:6][cH:7]1)[N:8]1[CH2:9][CH:10]([CH2:15][CH2:16][CH2:17][CH3:18])[C:11](=[O:14])[CH2:12][CH2:13]1.[H:19][H:20].[OH2:25]>>[NH:8]1[CH2:9][CH:10]([CH2:15][CH2:16][CH2:17][CH3:18])[C:11](=[O:14])[CH2:12][CH2:13]1. The reactants are C=CCBr, CC(C)=O, CCOC(=O)c1c(O)cc(C(F)(F)F)nc1C(F)(F)F, [K+], [K+], O=C([O-])[O-]. The product is C=CCOc1cc(C(F)(F)F)nc(C(F)(F)F)c1C(=O)OCC. Reaction SMILES: [CH2:27]([CH:28]=[CH2:29])[Br:30].[CH3:31][C:32](=[O:33])[CH3:34].[F:1][C:2]([c:3]1[n:4][c:5]([C:15]([F:16])([F:17])[F:18])[cH:6][c:7]([OH:14])[c:8]1[C:9](=[O:10])[O:11][CH2:12][CH3:13])([F:19])[F:20].[K+:21].[K+:22].[O-:23][C:24]([O-:25])=[O:26]>>[F:1][C:2]([c:3]1[n:4][c:5]([C:15]([F:16])([F:17])[F:18])[cH:6][c:7]([O:14][CH2:29][CH:28]=[CH2:27])[c:8]1[C:9](=[O:10])[O:11][CH2:12][CH3:13])([F:19])[F:20]. The reactants are O=C1CCC(=O)N1Br, COC(=O)c1ccc(C)c(N)c1, CC(=O)OC(C)=O, CCCCCC, ClC(Cl)(Cl)Cl, c1ccncc1. Yields the product COC(=O)c1ccc(C)c(N)c1Br. As a reaction SMILES: [Br:13][N:14]1[C:15](=[O:16])[CH2:17][CH2:18][C:19]1=[O:20].[CH3:1][O:2][C:3]([c:4]1[cH:5][c:6]([NH2:11])[c:7]([CH3:10])[cH:8][cH:9]1)=[O:12].[CH3:27][C:28]([O:29][C:30](=[O:31])[CH3:32])=[O:33].[CH3:34][CH2:35][CH2:36][CH2:37][CH2:38][CH3:39].[Cl:40][C:41]([Cl:42])([Cl:43])[Cl:44].[cH:21]1[cH:22][cH:23][n:24][cH:25][cH:26]1>>[CH3:1][O:2][C:3]([c:4]1[c:5]([Br:13])[c:6]([NH2:11])[c:7]([CH3:10])[cH:8][cH:9]1)=[O:12]. Starting materials: OC=1C=C2CCCC2=CC1 (5-hydroxyindane), ClCC(=O)C1=CC=CC=C1 (α-chloroacetophenone), C([O-])([O-])=O.[Na+].[Na+] (sodium carbonate). The solvent is C1=CC=CC=C1 (benzene). Yields the product C1CCC2=CC(=CC=C12)OCC(=O)C1=CC=CC=C1 (α-(5-indanoxy)acetophenone). As a reaction SMILES: [OH:1][C:2]1[CH:3]=[C:4]2[C:8](=[CH:9][CH:10]=1)[CH2:7][CH2:6][CH2:5]2.Cl[CH2:12][C:13]([C:15]1[CH:20]=[CH:19][CH:18]=[CH:17][CH:16]=1)=[O:14].C(=O)([O-])[O-].[Na+].[Na+]>C1C=CC=CC=1>[CH2:7]1[C:8]2[C:4](=[CH:3][C:2]([O:1][CH2:12][C:13]([C:15]3[CH:20]=[CH:19][CH:18]=[CH:17][CH:16]=3)=[O:14])=[CH:10][CH:9]=2)[CH2:5][CH2:6]1 |f:2.3.4|. Reported procedure: Using the method of Example 1, step A, 5-hydroxyindane is reacted with α-chloroacetophenone in benzene in the presence of sodium carbonate to provide α-(5-indanoxy)acetophenone as a yellow solid.